Dataset: the Open Reaction Database (ORD), a public repository of structured organic reaction records. Task: describe an organic reaction: reactants, conditions, products, and yield Starting materials: FC1=CC=C(C=C1)C1=NC(=NC(=C1C)C(C)C)N(S(=O)(=O)C)C (N-(4-(4-fluorophenyl)-5-methyl-6-isopropylpyrimidin-2-yl)-N-methylmethanesulfonamide), BrN1C(CCC1=O)=O (N-bromosuccinimide), O (water). Solvent: C(C)#N (acetonitrile). Product: FC1=CC=C(C=C1)C1=NC(=NC(=C1CBr)C(C)C)N(S(=O)(=O)C)C (N-(4-(4-fluorophenyl)-5-(bromomethyl)-6-isopropylpyrimidin-2-yl)-N-methylmethanesulfonamide). The yield is 100.9%. As a reaction SMILES: [F:1][C:2]1[CH:7]=[CH:6][C:5]([C:8]2[C:13]([CH3:14])=[C:12]([CH:15]([CH3:17])[CH3:16])[N:11]=[C:10]([N:18]([CH3:23])[S:19]([CH3:22])(=[O:21])=[O:20])[N:9]=2)=[CH:4][CH:3]=1.[Br:24]N1C(=O)CCC1=O.O>C(#N)C>[F:1][C:2]1[CH:3]=[CH:4][C:5]([C:8]2[C:13]([CH2:14][Br:24])=[C:12]([CH:15]([CH3:17])[CH3:16])[N:11]=[C:10]([N:18]([CH3:23])[S:19]([CH3:22])(=[O:21])=[O:20])[N:9]=2)=[CH:6][CH:7]=1. Procedure: N-(4-(4-fluorophenyl)-5-methyl-6-isopropylpyrimidin-2-yl)-N-methylmethanesulfonamide (112.5 mg, 0.33 mmol, 1 equiv.) and N-bromosuccinimide (NBS) (126 mg, 0.72 mmol, 2.1 equiv.) were dissolved in 2 mL of acetonitrile. The mixture was irradiated with light of a wavelength A=310 nm for 4 hours at ambient temperature (about 20° C.). Then, water (10 mL) was added and the mixture was extracted with CH2Cl2 (3×10 mL). The combined organic phases were washed with 10 mL of brine, and the obtained solutio... Starting materials: ClC=1C=C(C=CC1)N=C=O (3- Chlorophenyl isocyanate), C1(=CC=CC=C1)C=1OCC(C(N1)C1=CC=CC=C1)O ((4RS, 5RS)-2,4-diphenyl-5,6-dihydro-4H-1,3-oxazin-5-ol). The solvent is ClCCCl (1,2-dichloroethane). Product: ClC=1C=C(C=CC1)NC(=O)OC1C(N=C(OC1)C1=CC=CC=C1)C1=CC=CC=C1 ((4RS, 5RS)-5-(3-chlorophenylcarbamoyloxy)-2,4-diphenyl-5,6-dihydro-4H-1,3-oxazine). Isolated yield 72.6%. Reaction SMILES: [Cl:1][C:2]1[CH:3]=[C:4]([N:8]=[C:9]=[O:10])[CH:5]=[CH:6][CH:7]=1.[C:11]1([C:17]2[O:18][CH2:19][CH:20]([OH:29])[CH:21]([C:23]3[CH:28]=[CH:27][CH:26]=[CH:25][CH:24]=3)[N:22]=2)[CH:16]=[CH:15][CH:14]=[CH:13][CH:12]=1>ClCCCl>[Cl:1][C:2]1[CH:3]=[C:4]([NH:8][C:9]([O:29][CH:20]2[CH2:19][O:18][C:17]([C:11]3[CH:16]=[CH:15][CH:14]=[CH:13][CH:12]=3)=[N:22][CH:21]2[C:23]2[CH:24]=[CH:25][CH:26]=[CH:27][CH:28]=2)=[O:10])[CH:5]=[CH:6][CH:7]=1. Reported procedure: 3- Chlorophenyl isocyanate (0.8 g) is added at a temperature in the region of 20° C. to a solution, maintained under an argon atmosphere, of (4RS, 5RS)-2,4-diphenyl-5,6-dihydro-4H-1,3-oxazin-5-ol (1.2 g) in 1,2-dichloroethane (20 cc). The solution obtained is heated to reflux for 7 hours 30 minutes and then concentrated to dryness under reduced pressure (2.7 kPa). The residue is purified by chromatography on silica (0.063-0.2 mm; 40 g) contained in a column 2 cm in diameter, collecting 15-cc fra... Reported procedure: From 5-chloro-4-furan-2-yl-6-methanesulfinyl-pyrimidin-2-yl-amine and 3-phenylpropylamine in dioxane. ES-MS m/e (%): 331 (M{37C }+H+, 30), 329 (M{35Cl}+H+, 100). As a reaction SMILES: [Cl:1][C:2]1[C:3]([C:12]2[O:13][CH:14]=[CH:15][CH:16]=2)=[N:4][C:5]([NH2:11])=[N:6][C:7]=1S(C)=O.[C:17]1([CH2:23][CH2:24][CH2:25][NH2:26])[CH:22]=[CH:21][CH:20]=[CH:19][CH:18]=1>O1CCOCC1>[Cl:1][C:2]1[C:7]([NH:26][CH2:25][CH2:24][CH2:23][C:17]2[CH:22]=[CH:21][CH:20]=[CH:19][CH:18]=2)=[N:6][C:5]([NH2:11])=[N:4][C:3]=1[C:12]1[O:13][CH:14]=[CH:15][CH:16]=1. The solvent is O1CCOCC1 (dioxane). Yields the product ClC=1C(=NC(=NC1C=1OC=CC1)N)NCCCC1=CC=CC=C1 (5-Chloro-6-furan-2-yl-N4-(3-phenyl-propyl)-pyrimidine-2,4-diamine). Starting materials: ClC=1C(=NC(=NC1S(=O)C)N)C=1OC=CC1 (5-chloro-4-furan-2-yl-6-methanesulfinyl-pyrimidin-2-yl-amine), C1(=CC=CC=C1)CCCN (3-phenylpropylamine), M{35Cl} H+. Reactants: [Si](C)(C)(C(C)(C)C)OCCCN1CC(CCC1)(F)F (1-(3-{[tert-butyl(dimethyl)silyl]oxy}propyl)-3,3-difluoropiperidine), TEA. The solvent is C1CCOC1 (THF). Run at temperature 50 celsius. The product is FC1(CN(CCC1)CCCO)F (3-(3,3-difluoropiperidin-1-yl)propan-1-ol). Reaction SMILES: [Si]([O:8][CH2:9][CH2:10][CH2:11][N:12]1[CH2:17][CH2:16][CH2:15][C:14]([F:19])([F:18])[CH2:13]1)(C(C)(C)C)(C)C>C1COCC1>[F:19][C:14]1([F:18])[CH2:15][CH2:16][CH2:17][N:12]([CH2:11][CH2:10][CH2:9][OH:8])[CH2:13]1. Procedure details: To a solution of the product of Step 1 (612 mg) in THF (20 mL) was added HF-TEA (13.58 mL) at room temperature. The solution was heated to 50° C. for 45 minutes. The reaction mixture was concentrated to remove THF and then diluted with ethyl acetate (100 mL) and water was added (100 mL). To that mixture was added Na2CO3 (14.4 g) portion wise at 0° C. When the quench was complete, the layers were separated. The organic layer was washed with 10% Na2CO3, water and brine. The aqueous layer was re-ex... The reactants are Product, C1CO1 (ethylene oxide), C1C(C)O1 (propylene oxide), CCCCCCCCCC=1C=CC(=CC1)O (nonylphenol). The product is C(CCCCCC(C)C)(=O)O (Isononanoic acid). Reaction SMILES: [CH2:1]1[O:3][CH2:2]1.C1[O:7]C1C.CCCCC[CH2:13][CH2:14][CH2:15][CH2:16][C:17]1[CH:18]=CC(O)=C[CH:22]=1>>[C:1]([OH:3])(=[O:7])[CH2:2][CH2:13][CH2:14][CH2:15][CH2:16][CH:17]([CH3:18])[CH3:22]. Procedure: 0.2% Product of addition of 9 mols of ethylene oxide+10 mols of propylene oxide to nonylphenol Starting materials: [Si](C)(C)(C(C)(C)C)OC1CCCC(CCC1)=O (5-(tert-butyldimethylsilyloxy)cyclooctanone), N (ammonia), C(C=C)B1OC(C(O1)(C)C)(C)C (2-allyl-4,4,5,5-tetramethyl-1,3,2-dioxa-borolane). Solvent: CO (methanol). Run at time 18 hour. The product is C(C=C)C1(CCCC(CCC1)O[Si](C)(C)C(C)(C)C)N (1-Allyl-5-(tert-butyl-dimethyl-silanyloxy)-cyclooctylamine). Isolated yield 51.1%. Reaction SMILES: [Si:1]([O:8][CH:9]1[CH2:16][CH2:15][CH2:14][C:13](=O)[CH2:12][CH2:11][CH2:10]1)([C:4]([CH3:7])([CH3:6])[CH3:5])([CH3:3])[CH3:2].[NH3:18].[CH2:19](B1OC(C)(C)C(C)(C)O1)[CH:20]=[CH2:21]>CO>[CH2:19]([C:13]1([NH2:18])[CH2:14][CH2:15][CH2:16][CH:9]([O:8][Si:1]([C:4]([CH3:7])([CH3:6])[CH3:5])([CH3:3])[CH3:2])[CH2:10][CH2:11][CH2:12]1)[CH:20]=[CH2:21]. Procedure details: To a solution of 1.5 g (5.85 mmol) of 5-(tert-butyldimethylsilyloxy)cyclooctanone in 8.4 mL (58.5 mmol) of 7N ammonia in methanol, previously stirred for 15 min at room temperature, were added dropwise 1.7 mL (9.36 mmol) of 2-allyl-4,4,5,5-tetramethyl-1,3,2-dioxa-borolane. The reaction mixture was stirred for 18 h at room temperature. The volatiles were removed in vacuo and the residue redissolved in 100 mL of diethyl ether. Then, 100 mL of 1 N aqueous HCl were added dropwise and the resultant b... The reactants are CCO, CCOC(C)=O, CC(=O)OC(C)=O, COCCNC1=C(Cl)C(=O)c2ccccc2C1=O, O=S(=O)(O)O. The product is COCCN(C(C)=O)C1=C(Cl)C(=O)c2ccccc2C1=O. RXN SMILES: [CH3:24][CH2:25][OH:26].[CH3:27][CH2:28][O:29][C:30](=[O:31])[CH3:32].[CH3:33][C:34]([O:35][C:36](=[O:37])[CH3:38])=[O:39].[Cl:6][C:7]1=[C:16]([NH:17][CH2:18][CH2:19][O:20][CH3:21])[C:15](=[O:22])[c:14]2[c:9]([cH:10][cH:11][cH:12][cH:13]2)[C:8]1=[O:23].[S:1](=[O:2])(=[O:3])([OH:4])[OH:5]>>[Cl:6][C:7]1=[C:16]([N:17]([CH2:18][CH2:19][O:20][CH3:21])[C:25]([CH3:24])=[O:26])[C:15](=[O:22])[c:14]2[c:9]([cH:10][cH:11][cH:12][cH:13]2)[C:8]1=[O:23]. The reactants are CC(C)(C)[Si](C)(C)OCCn1ccc(N)n1, ClCCl, O=C(O)C(CC1CCCC1)c1cccc(C(F)(F)F)c1, O=C(Cl)C(=O)Cl, Cc1cccc(C)n1. Yields the product CC(C)(C)[Si](C)(C)OCCn1ccc(NC(=O)C(CC2CCCC2)c2cccc(C(F)(F)F)c2)n1. RXN SMILES: [C:35]([CH3:36])([CH3:37])([CH3:38])[Si:39]([O:40][CH2:41][CH2:42][n:43]1[n:44][c:45]([NH2:48])[cH:46][cH:47]1)([CH3:49])[CH3:50].[CH2:51]([Cl:52])[Cl:53].[CH:1]1([CH2:6][CH:7]([C:8](=[O:9])[OH:10])[c:11]2[cH:12][c:13]([C:17]([F:18])([F:19])[F:20])[cH:14][cH:15][cH:16]2)[CH2:2][CH2:3][CH2:4][CH2:5]1.[Cl:21][C:22]([C:23]([Cl:24])=[O:25])=[O:26].[n:27]1[c:28]([CH3:29])[cH:30][cH:31][cH:32][c:33]1[CH3:34]>>[CH:1]1([CH2:6][CH:7]([C:8](=[O:10])[NH:48][c:45]2[n:44][n:43]([CH2:42][CH2:41][O:40][Si:39]([C:35]([CH3:36])([CH3:37])[CH3:38])([CH3:49])[CH3:50])[cH:47][cH:46]2)[c:11]2[cH:12][c:13]([C:17]([F:18])([F:19])[F:20])[cH:14][cH:15][cH:16]2)[CH2:2][CH2:3][CH2:4][CH2:5]1. Reactants: BrCCCCN1C(CC2(CCCC2)CC1=O)=O (8-(4-bromobutyl)-8-azaspiro[4.5]decane-7,9-dione), N1(CCNCC1)C1=NOC2=C1C=CC=C2 (3-(1-piperazinyl)-1,2-benzisoxazole). Product: O.O1N=C(C2=C1C=CC=C2)N2CCN(CC2)CCCCN2C(CC1(CCCC1)CC2=O)=O.O2N=C(C1=C2C=CC=C1)N1CCN(CC1)CCCCN1C(CC2(CCCC2)CC1=O)=O (8-[4-[4-(1,2-benzisoxazol-3-yl)-1-piperazinyl]butyl]-8-azaspiro[4.5]decane-7,9-dione hemihydrate). Isolated yield 40.0%. RXN SMILES: Br[CH2:2][CH2:3][CH2:4][CH2:5][N:6]1[C:15](=[O:16])[CH2:14][C:9]2([CH2:13][CH2:12][CH2:11][CH2:10]2)[CH2:8][C:7]1=[O:17].[N:18]1([C:24]2[C:28]3[CH:29]=[CH:30][CH:31]=[CH:32][C:27]=3[O:26][N:25]=2)[CH2:23][CH2:22][NH:21][CH2:20][CH2:19]1>>[OH2:16].[O:26]1[C:27]2[CH:32]=[CH:31][CH:30]=[CH:29][C:28]=2[C:24]([N:18]2[CH2:19][CH2:20][N:21]([CH2:2][CH2:3][CH2:4][CH2:5][N:6]3[C:15](=[O:16])[CH2:14][C:9]4([CH2:13][CH2:12][CH2:11][CH2:10]4)[CH2:8][C:7]3=[O:17])[CH2:22][CH2:23]2)=[N:25]1.[O:26]1[C:27]2[CH:32]=[CH:31][CH:30]=[CH:29][C:28]=2[C:24]([N:18]2[CH2:19][CH2:20][N:21]([CH2:2][CH2:3][CH2:4][CH2:5][N:6]3[C:15](=[O:16])[CH2:14][C:9]4([CH2:13][CH2:12][CH2:11][CH2:10]4)[CH2:8][C:7]3=[O:17])[CH2:22][CH2:23]2)=[N:25]1 |f:2.3.4|. Procedure: Reaction of 8-(4-bromobutyl)-8-azaspiro[4.5]decane-7,9-dione and 3-(1-piperazinyl)-1,2-benzisoxazole according to the procedure of Example 3 and crystallization of the free base from isopropanol affords a 40% yield of 8-[4-[4-(1,2-benzisoxazol-3-yl)-1-piperazinyl]butyl]-8-azaspiro[4.5]decane-7,9-dione hemihydrate, m.p. 96°-98° C. Starting materials: CN(C)C=O, COC(=O)c1cc2cc(O)ccc2s1, ClCc1cccnc1, [H-], [Na+], O. Yields the product COC(=O)c1cc2cc(OCc3cccnc3)ccc2s1. RXN SMILES: [CH3:26][N:27]([CH3:28])[CH:29]=[O:30].[CH3:3][O:4][C:5](=[O:6])[c:7]1[cH:8][c:9]2[c:10]([s:11]1)[cH:12][cH:13][c:14]([OH:16])[cH:15]2.[Cl:17][CH2:18][c:19]1[cH:20][n:21][cH:22][cH:23][cH:24]1.[H-:1].[Na+:2].[OH2:25]>>[CH3:3][O:4][C:5](=[O:6])[c:7]1[cH:8][c:9]2[c:10]([s:11]1)[cH:12][cH:13][c:14]([O:16][CH2:18][c:19]1[cH:20][n:21][cH:22][cH:23][cH:24]1)[cH:15]2.